This data is from the Open Reaction Database (ORD), a public repository of structured organic reaction records. The task is: describe an organic reaction: reactants, conditions, products, and yield The solvent is O (water), O1CCCC1 (tetrahydrofuran), O1CCCC1 (tetrahydrofuran). Product: C(C)(C)(C)OC(=O)NCCC[C@@H](CO)NC(OCC1=CC=CC=C1)=O (Benzyl [(1S)-4-[(tert-butoxycarbonyl)amino]-1-(hydroxymethyl)-butyl]carbamate). Procedure: 157 mg (1.56 mmol) of 4-methylmorpholine and 169 mg (1.56 mmol) of ethyl chloroformate are added to a solution of 570 mg (1.56 mmol) of N2-[(benzyloxy)carbonyl]-N5-(tert-butoxycarbonyl)-L-ornithine in 10 ml of tetrahydrofuran at −10° C., and the mixture is stirred for 30 min. At this temperature, 3.11 ml (3.11 mmol) of a 1M solution of lithium aluminium hydride in tetrahydrofuran are slowly added dropwise. The mixture is slowly warmed to RT and stirred at RT for 12 h. While cooling in ice, 0.2 m... Reactants: [OH-].[Na+] (sodium hydroxide), solution, [H-].[Al+3].[Li+].[H-].[H-].[H-] (lithium aluminium hydride), CN1CCOCC1 (4-methylmorpholine), ClC(=O)OCC (ethyl chloroformate), C(C1=CC=CC=C1)OC(=O)N[C@@H](CCCNC(=O)OC(C)(C)C)C(=O)O (N2-[(benzyloxy)carbonyl]-N5-(tert-butoxycarbonyl)-L-ornithine). As a reaction SMILES: CN1CCOCC1.ClC(OCC)=O.[CH2:14]([O:21][C:22]([NH:24][C@H:25]([C:37](O)=[O:38])[CH2:26][CH2:27][CH2:28][NH:29][C:30]([O:32][C:33]([CH3:36])([CH3:35])[CH3:34])=[O:31])=[O:23])[C:15]1[CH:20]=[CH:19][CH:18]=[CH:17][CH:16]=1.[H-].[Al+3].[Li+].[H-].[H-].[H-].[OH-].[Na+]>O1CCCC1.O>[C:33]([O:32][C:30]([NH:29][CH2:28][CH2:27][CH2:26][C@H:25]([NH:24][C:22](=[O:23])[O:21][CH2:14][C:15]1[CH:16]=[CH:17][CH:18]=[CH:19][CH:20]=1)[CH2:37][OH:38])=[O:31])([CH3:36])([CH3:34])[CH3:35] |f:3.4.5.6.7.8,9.10|. Run at time 30 minute. Reactants: C=CCOc1ccc2c(=O)c(C)c(-c3ccccc3)oc2c1C(C)=O, CCO, O=Cc1ccccc1, [K+], [OH-], O. Product: C=CCOc1ccc2c(=O)c(C)c(-c3ccccc3)oc2c1C(=O)C=Cc1ccccc1. RXN SMILES: [CH2:3]([CH:4]=[CH2:5])[O:6][c:7]1[cH:8][cH:9][c:10]2[c:11](=[O:27])[c:12]([CH3:26])[c:13](-[c:20]3[cH:21][cH:22][cH:23][cH:24][cH:25]3)[o:14][c:15]2[c:16]1[C:17]([CH3:18])=[O:19].[CH3:36][CH2:37][OH:38].[CH:28](=[O:29])[c:30]1[cH:31][cH:32][cH:33][cH:34][cH:35]1.[K+:2].[OH-:1].[OH2:39]>>[CH2:3]([CH:4]=[CH2:5])[O:6][c:7]1[cH:8][cH:9][c:10]2[c:11](=[O:27])[c:12]([CH3:26])[c:13](-[c:20]3[cH:21][cH:22][cH:23][cH:24][cH:25]3)[o:14][c:15]2[c:16]1[C:17]([CH:18]=[CH:28][c:30]1[cH:31][cH:32][cH:33][cH:34][cH:35]1)=[O:19].